From a dataset of the Open Reaction Database (ORD), a public repository of structured organic reaction records. describe an organic reaction: reactants, conditions, products, and yield Reactants: [O-]S(=O)[O-].[Na+].[Na+] (Na2SO3), C(=O)(O)[O-].[Na+] (NaHCO3), BrC=1C=CC(=C(C1)S(=O)(=O)Cl)OC (5-bromo-2-methoxybenzene-1-sulfonyl chloride). Run in O (H2O), O1CCOCC1 (dioxane). Run at temperature 70 celsius, time 80 minute. The product is BrC=1C=CC(=C(C1)S(=O)[O-])OC.[Na+] (sodium 5-bromo-2-methoxybenzenesulfinate). RXN SMILES: [O-]S([O-])=O.[Na+:5].[Na+].C([O-])(O)=O.[Na+].[Br:12][C:13]1[CH:14]=[CH:15][C:16]([O:23][CH3:24])=[C:17]([S:19](Cl)(=[O:21])=[O:20])[CH:18]=1>O.O1CCOCC1>[Br:12][C:13]1[CH:14]=[CH:15][C:16]([O:23][CH3:24])=[C:17]([S:19]([O-:21])=[O:20])[CH:18]=1.[Na+:5] |f:0.1.2,3.4,8.9|. Reported procedure: To a solution of Na2SO3 (1.42 g) and NaHCO3 (0.948 g) in H2O (17 ml) at 70° C. was added a solution of 5-bromo-2-methoxybenzene-1-sulfonyl chloride (2 g) in dioxane (17 ml) dropwise. The reaction mixture was stirred at 70° C. for 80 minutes and cooled to room temperature. The solvent was removed under vacuum to yield sodium 5-bromo-2-methoxybenzenesulfinate as white solid. The solid was placed under high vacuum overnight and used without further purification. Starting materials: C[Si](C)(C)N1CCCC1=O, O=S(=O)(Cl)c1ccccc1. Yields the product O=C1CCCN1S(=O)(=O)c1ccccc1. As a reaction SMILES: [CH3:11][Si:12]([N:13]1[C:14](=[O:18])[CH2:15][CH2:16][CH2:17]1)([CH3:19])[CH3:20].[c:1]1([S:7](=[O:8])(=[O:9])[Cl:10])[cH:2][cH:3][cH:4][cH:5][cH:6]1>>[c:1]1([S:7](=[O:8])(=[O:9])[N:13]2[C:14](=[O:18])[CH2:15][CH2:16][CH2:17]2)[cH:2][cH:3][cH:4][cH:5][cH:6]1. Reactants: C(CC)(=O)O[C@@H]1[C@]2(C)[C@@H](CC1)[C@@H]1CCC3=CCCC[C@]3(CO)[C@H]1CC2 (4-androstene-17β,19-diol 17-propionate), C(CC)(=O)O.O[C@@H]1[C@]2(C)[C@@H](CC1)[C@@H]1CCC3=CCC[C@@H]([C@]3(C=O)[C@H]1CC2)C (17β-hydroxy-1α-methyl-4-androsten-19-one propionate). Product: C(CC)(=O)O.O[C@@H]1[C@]2(C)[C@@H](CC1)[C@@H]1CCC3=CCCC[C@]3(C=O)[C@H]1CC2 (17β-hydroxy-4-androsten- 19-one propionate). RXN SMILES: [C:1]([O:5][C@H]1CC[C@H]2[C@H]3[C@H](CC[C@]12C)[C@]1(CO)C(=CCCC1)CC3)(=[O:4])[CH2:2][CH3:3].C(O)(=O)CC.[OH:31][C@H:32]1[CH2:37][CH2:36][C@H:35]2[C@H:38]3[C@H:49]([CH2:50][CH2:51][C@:33]12[CH3:34])[C@:46]1([CH:47]=[O:48])[C:41](=[CH:42][CH2:43][CH2:44][C@@H:45]1C)[CH2:40][CH2:39]3>>[C:1]([OH:5])(=[O:4])[CH2:2][CH3:3].[OH:31][C@H:32]1[CH2:37][CH2:36][C@H:35]2[C@H:38]3[C@H:49]([CH2:50][CH2:51][C@:33]12[CH3:34])[C@:46]1([CH:47]=[O:48])[C:41](=[CH:42][CH2:43][CH2:44][CH2:45]1)[CH2:40][CH2:39]3 |f:1.2,3.4|. Procedure: Substituting 4-androstene-17β,19-diol 17-propionate for the 17β-hydroxy-1α-methyl-4-androsten-19-one propionate above results in the preparation of 17β-hydroxy-4-androsten- 19-one propionate.